This data is from the Open Reaction Database (ORD), a public repository of structured organic reaction records. The task is: describe an organic reaction: reactants, conditions, products, and yield The reactants are ClC=1C(=CN2C(C(=CC(=C2C1C)C1CC1)C(=O)OCC)=O)F (ethyl 8-chloro-1-cyclopropyl-7-fluoro-9-methyl-4-oxo-4H-quinolizine-3-carboxylate), C(C)(C)(C)OC(=O)N1CC=C(CC1)B1OC(C(O1)(C)C)(C)C (tert-butyl-4-(4,4,5,5-tetramethyl-1,3,2-dioxaborolan-2-yl)-5,6-dihydropyridine-1(2H)-carboxylate). Product: C(C)(C)(C)OC(=O)N1CCC(=CC1)C=1C(=CN2C(C(=CC(=C2C1C)C1CC1)C(=O)OCC)=O)F (Ethyl 8-(1-(tert-butoxycarbonyl)-1,2,3,6-tetrahydropyridin-4-yl)-1-cyclopropyl-7-fluoro-9-methyl-4-oxo-4H-quinolizine-3-carboxylate), C(C)(C)(C)OC(=O)N1CCC(=CC1)C=1C(=CN2C(C(=CC(=C2C1C)C1CC1)C(=O)OC)=O)F (methyl 8-(1-(tert-butoxycarbonyl)-1,2,3,6-tetrahydropyridin-4-yl)-1-cyclopropyl-7-fluoro-9-methyl-4-oxo-4H-quinolizine-3-carboxylate). Reaction SMILES: Cl[C:2]1[C:3]([F:22])=[CH:4][N:5]2[C:10]([C:11]=1[CH3:12])=[C:9]([CH:13]1[CH2:15][CH2:14]1)[CH:8]=[C:7]([C:16]([O:18][CH2:19][CH3:20])=[O:17])[C:6]2=[O:21].[C:23]([O:27][C:28]([N:30]1[CH2:35][CH2:34][C:33](B2OC(C)(C)C(C)(C)O2)=[CH:32][CH2:31]1)=[O:29])([CH3:26])([CH3:25])[CH3:24]>>[C:23]([O:27][C:28]([N:30]1[CH2:31][CH:32]=[C:33]([C:2]2[C:3]([F:22])=[CH:4][N:5]3[C:10]([C:11]=2[CH3:12])=[C:9]([CH:13]2[CH2:15][CH2:14]2)[CH:8]=[C:7]([C:16]([O:18][CH2:19][CH3:20])=[O:17])[C:6]3=[O:21])[CH2:34][CH2:35]1)=[O:29])([CH3:26])([CH3:24])[CH3:25].[C:23]([O:27][C:28]([N:30]1[CH2:31][CH:32]=[C:33]([C:2]2[C:3]([F:22])=[CH:4][N:5]3[C:10]([C:11]=2[CH3:12])=[C:9]([CH:13]2[CH2:15][CH2:14]2)[CH:8]=[C:7]([C:16]([O:18][CH3:19])=[O:17])[C:6]3=[O:21])[CH2:34][CH2:35]1)=[O:29])([CH3:24])([CH3:25])[CH3:26]. Procedure: Ethyl 8-(1-(tert-butoxycarbonyl)-1,2,3,6-tetrahydropyridin-4-yl)-1-cyclopropyl-7-fluoro-9-methyl-4-oxo-4H-quinolizine-3-carboxylate was prepared according to General Procedure A from ethyl 8-chloro-1-cyclopropyl-7-fluoro-9-methyl-4-oxo-4H-quinolizine-3-carboxylate (100 mg, 0.32 mmol) and tert-butyl-4-(4,4,5,5-tetramethyl-1,3,2-dioxaborolan-2-yl)-5,6-dihydropyridine-1(2H)-carboxylate (124.5 mg, 0.40 mmol). Purification by flash silica column chromatography (DCM:MeOH) (1:0 to 9:1) afforded quantit... Starting materials: BrCC1OC(CC1)(C)C(COC1=CC=C(C=C1)Cl)(C)C (2-bromomethyl-5-[1-(4-chlorophenoxy)-2-methyl-prop-2-yl]-5-methyl-tetrahydrofuran), C[C@@H]1CNC[C@@H](C1)C (cis-3,5-dimethylpiperidine). Solvent: CCOCC (ether). Product: ClC1=CC=C(OCC(C)(C)C2(CCC(O2)CN2C[C@H](C[C@H](C2)C)C)C)C=C1 (5-[1-(4-chlorophenoxy)-2-methyl-prop-2-yl-]-2-(cis)(3,5-dimethylpiperidin-1-ylmethyl)-5-methyl-tetrahydrofuran). The yield is 45.0%. As a reaction SMILES: Br[CH2:2][CH:3]1[CH2:7][CH2:6][C:5]([C:9]([CH3:20])([CH3:19])[CH2:10][O:11][C:12]2[CH:17]=[CH:16][C:15]([Cl:18])=[CH:14][CH:13]=2)([CH3:8])[O:4]1.[CH3:21][C@H:22]1[CH2:27][C@@H:26]([CH3:28])[CH2:25][NH:24][CH2:23]1>CCOCC>[Cl:18][C:15]1[CH:16]=[CH:17][C:12]([O:11][CH2:10][C:9]([C:5]2([CH3:8])[O:4][CH:3]([CH2:2][N:24]3[CH2:25][C@H:26]([CH3:28])[CH2:27][C@H:22]([CH3:21])[CH2:23]3)[CH2:7][CH2:6]2)([CH3:20])[CH3:19])=[CH:13][CH:14]=1. Reported procedure: 16 g (0.044 mole) of 2-bromomethyl-5-[1-(4-chlorophenoxy)-2-methyl-prop-2-yl]-5-methyl-tetrahydrofuran are stirred together with 11 g (0.097 mole) of cis-3,5-dimethylpiperidine at a bath temperature of 140° C. for about 14 hours. The resulting reaction mixture is taken up in ether, washed several times with water, dried over sodium sulphate and concentrated in vacuo. The oily residue is purified by column chromatography (silica gel 60/ether-petroleum ether 1:1). 7.8 g (45% of theory) of 5-[1-(4-... As a reaction SMILES: [NH:1]1[C:10]2[C:5](=[CH:6][C:7]([O:11][C:12](=[O:21])[NH:13][C:14]3[CH:19]=[CH:18][CH:17]=[CH:16][C:15]=3[Cl:20])=[CH:8][CH:9]=2)[CH2:4][CH2:3][CH2:2]1.[H-].[Na+].[CH3:24]I>O1CCOCC1>[CH3:24][N:1]1[C:10]2[C:5](=[CH:6][C:7]([O:11][C:12](=[O:21])[NH:13][C:14]3[CH:19]=[CH:18][CH:17]=[CH:16][C:15]=3[Cl:20])=[CH:8][CH:9]=2)[CH2:4][CH2:3][CH2:2]1 |f:1.2|. Procedure details: A solution of 1 of 2-chloro-phenyl -carbamic acid-1, 2, 3, 4-tetrahydro-quinolin-6-yl ester (0.302 g., 1.5 mmol) in dry dioxane (5 ml) was added to a stirred suspension of sodium hydride (0.036 g., 1.5 mmol) in dry dioxane (5 ml) at −10° C. during 5 min. The reaction mixture was stirred for 20 min. Then methyl iodide (0.122 ml, 1.8 mmol) was added to the stirring reaction mixture. Stirring was continued for additional 1.5 hours during which the temperature was allowed to rise to room temperature... Product: CN1CCCC2=CC(=CC=C12)OC(NC1=C(C=CC=C1)Cl)=O ((2-Chloro-phenyl)-carbamic acid 1-methyl-1, 2, 3, 4-tetrahydro-quinolin-6-yl ester). Conditions: time 20 minute. Run in O1CCOCC1 (dioxane), O1CCOCC1 (dioxane). Starting materials: CI (methyl iodide), N1CCCC2=CC(=CC=C12)OC(NC1=C(C=CC=C1)Cl)=O (2-chloro-phenyl -carbamic acid-1, 2, 3, 4-tetrahydro-quinolin-6-yl ester), [H-].[Na+] (sodium hydride). Yields the product COc1cc(CCc2cc(NC(=O)c3cnc(N4CCN(C)C(C)C4)cn3)[nH]n2)cc(OC)c1. RXN SMILES: [CH3:28][N:29]1[CH:30]([CH3:35])[CH2:31][NH:32][CH2:33][CH2:34]1.[CH3:36][S:37]([CH3:38])=[O:39].[Cl:1][c:2]1[n:3][cH:4][c:5]([C:8](=[O:9])[NH:10][c:11]2[nH:12][n:13][c:14]([CH2:16][CH2:17][c:18]3[cH:19][c:20]([O:26][CH3:27])[cH:21][c:22]([O:24][CH3:25])[cH:23]3)[cH:15]2)[n:6][cH:7]1>>[c:2]1([N:32]2[CH2:31][CH:30]([CH3:35])[N:29]([CH3:28])[CH2:34][CH2:33]2)[n:3][cH:4][c:5]([C:8](=[O:9])[NH:10][c:11]2[nH:12][n:13][c:14]([CH2:16][CH2:17][c:18]3[cH:19][c:20]([O:26][CH3:27])[cH:21][c:22]([O:24][CH3:25])[cH:23]3)[cH:15]2)[n:6][cH:7]1. Starting materials: CC1CNCCN1C, CS(C)=O, COc1cc(CCc2cc(NC(=O)c3cnc(Cl)cn3)[nH]n2)cc(OC)c1. Starting materials: NC1=C(C=CC=C1)C1CCNC=2N1N=C(C2C#N)C2=CC=C(C=C2)OC2CCOCC2 (7-(2-aminophenyl)-2-(4-(tetrahydro-2H-pyran-4-yloxy)phenyl)-4,5,6,7-tetrahydropyrazolo[1,5-a]pyrimidine-3-carbonitrile), ClCCC(=O)NC=1C=C(C=CC1)C1CCNC=2N1N=C(C2C(=O)N)C2=CC=C(C=C2)OC2=CC=CC=C2 (7-(3-(3-chloropropanamido)phenyl)-2-(4-phenoxyphenyl)-4,5,6,7-tetrahydropyrazolo[1,5-a]pyrimidine-3-carboxamide). The product is NC1=C(C=CC=C1)C1CCNC=2N1N=C(C2C(=O)N)C2=CC=C(C=C2)OC2CCOCC2 (7-(2-Aminophenyl)-2-(4-(tetrahydro-2H-pyran-4-yloxy)phenyl)-4,5,6,7-tetrahydropyrazolo[1,5-a]pyrimidine-3-carboxamide). As a reaction SMILES: [NH2:1][C:2]1[CH:7]=[CH:6][CH:5]=[CH:4][C:3]=1[CH:8]1[N:13]2[N:14]=[C:15]([C:19]3[CH:24]=[CH:23][C:22]([O:25][CH:26]4[CH2:31][CH2:30][O:29][CH2:28][CH2:27]4)=[CH:21][CH:20]=3)[C:16]([C:17]#[N:18])=[C:12]2[NH:11][CH2:10][CH2:9]1.ClCCC(NC1C=C(C2N3N=C(C4C=CC(OC5C=CC=CC=5)=CC=4)C(C(N)=O)=C3NCC2)C=CC=1)=[O:36]>>[NH2:1][C:2]1[CH:7]=[CH:6][CH:5]=[CH:4][C:3]=1[CH:8]1[N:13]2[N:14]=[C:15]([C:19]3[CH:24]=[CH:23][C:22]([O:25][CH:26]4[CH2:31][CH2:30][O:29][CH2:28][CH2:27]4)=[CH:21][CH:20]=3)[C:16]([C:17]([NH2:18])=[O:36])=[C:12]2[NH:11][CH2:10][CH2:9]1. Procedure: The desired product was prepared from 7-(2-aminophenyl)-2-(4-(tetrahydro-2H-pyran-4-yloxy)phenyl)-4,5,6,7-tetrahydropyrazolo[1,5-a]pyrimidine-3-carbonitrile using the procedure similar to step 2 for compound 2. 1H NMR (400 MHz, DMSO-d6) δ 7.38 (d, J=8.8 Hz, 2H), 7.02 (d, J=8.8 Hz, 2H), 6.95 (t, J=7.6 Hz, 1H), 6.75 (s, 1H), 6.67 (d, J=7.8 Hz, 1H), 6.49 (t, J=7.6 Hz, 1H), 6.26 (d, J=7.8 Hz, 1H), 5.56 (s, 1H), 5.16 (s, 2H), 4.64-4.54 (m, 1H), 3.91-3.79 (m, 2H), 3.53-3.42 (m, 2H), 3.29-3.19 (m, 1H),... Reactants: C(#N)C=1C=C(CN2C([C@H](CC2)NS(=O)(=O)C2=CC3=CC(=CC=C3C=C2)OC)=O)C=CC1 (7-methoxynaphthalene-2-sulfonic acid [1-(3-cyanobenzyl)-2-oxopyrrolidin-3-(S)-yl]amide), S1C=C(C=C1)CBr (thiophen-3-ylmethyl bromide). Yields the product C(#N)C=1C=C(CN2C([C@H](CC2)N(S(=O)(=O)C2=CC3=CC(=CC=C3C=C2)OC)CC2=CSC=C2)=O)C=CC1 (7-Methoxy-2-napthalenesulfonic acid [1-(3-cyanobenzyl)-2-oxopyrrolidin-3-(S)-yl](thiophene-3-ylmethyl)amide). RXN SMILES: [C:1]([C:3]1[CH:4]=[C:5]([CH:29]=[CH:30][CH:31]=1)[CH2:6][N:7]1[CH2:11][CH2:10][C@H:9]([NH:12][S:13]([C:16]2[CH:25]=[CH:24][C:23]3[C:18](=[CH:19][C:20]([O:26][CH3:27])=[CH:21][CH:22]=3)[CH:17]=2)(=[O:15])=[O:14])[C:8]1=[O:28])#[N:2].[S:32]1[CH:36]=[CH:35][C:34]([CH2:37]Br)=[CH:33]1>>[C:1]([C:3]1[CH:4]=[C:5]([CH:29]=[CH:30][CH:31]=1)[CH2:6][N:7]1[CH2:11][CH2:10][C@H:9]([N:12]([CH2:37][C:34]2[CH:35]=[CH:36][S:32][CH:33]=2)[S:13]([C:16]2[CH:25]=[CH:24][C:23]3[C:18](=[CH:19][C:20]([O:26][CH3:27])=[CH:21][CH:22]=3)[CH:17]=2)(=[O:15])=[O:14])[C:8]1=[O:28])#[N:2]. Procedure details: The title compound is prepared as described in EXAMPLE 90, Part A using 7-methoxynaphthalene-2-sulfonic acid [1-(3-cyanobenzyl)-2-oxopyrrolidin-3-(S)-yl]amide (0.193 g, 0.44 mmol), prepared as described in EXAMPLE 43, part A, and thiophen-3-ylmethyl bromide (0.30 g, 1.68 mmol). The crude product is triturated with hexane/ether and used without further purification (0.25 g, 0.48 mmol). Reactants: C(C)OC(CC#N)=O (cyanoacetic acid ethyl ester), FC=1C=C(C=O)C=CC1 (3-fluorobenzaldehyde). Reagents/catalysts: N1CCCC1 (pyrrolidine). Solvent: C(C)O (ethanol). The product is C(C)OC(C(=CC1=CC(=CC=C1)F)C#N)=O (2-Cyano-3-(3-fluorophenyl)acrylic acid ethyl ester). The yield is 98.5%. Reaction SMILES: [CH2:1]([O:3][C:4](=[O:8])[CH2:5][C:6]#[N:7])[CH3:2].[F:9][C:10]1[CH:11]=[C:12]([CH:15]=[CH:16][CH:17]=1)[CH:13]=O>C(O)C.N1CCCC1>[CH2:1]([O:3][C:4](=[O:8])[C:5]([C:6]#[N:7])=[CH:13][C:12]1[CH:15]=[CH:16][CH:17]=[C:10]([F:9])[CH:11]=1)[CH3:2]. Procedure: A solution of cyanoacetic acid ethyl ester (1.1 g), 3-fluorobenzaldehyde (1.5 g) and pyrrolidine (0.043 g) in ethanol (10 mL) was stirred at room temperature for 2 hours. The precipitated solid was collected by filtration, and this obtained solid was washed with ethanol (40 mL) to give the title compound (2.1 g). The reactants are [Li]C(C)(C)C (t-BuLi), FC1=NC=C(C=C1C)I (2-Fluoro-5-iodo-3-methylpyridine), Cl(=O)(=O)(=O)[O-].C1CC[N+]=2CCCC12 (1,2,3,5,6,7-hexahydropyrrolizinium perchlorate). Run in CCCCC (pentane), CCOCC (Et2O). Reaction conditions: temperature -95 celsius, time 2 hour. Product: FC1=C(C=C(C=N1)C12CCCN2CCC1)C (7a-(6-fluoro-5-methyl-3-pyridinyl)-hexahydro-1H-pyrrolizine). The yield is 66.5%. RXN SMILES: [F:1][C:2]1[C:7]([CH3:8])=[CH:6][C:5](I)=[CH:4][N:3]=1.[Li]C(C)(C)C.Cl([O-])(=O)(=O)=O.[CH2:20]1[C:27]2[CH2:26][CH2:25][CH2:24][N+:23]=2[CH2:22][CH2:21]1>CCOCC.CCCCC>[F:1][C:2]1[N:3]=[CH:4][C:5]([C:27]23[CH2:26][CH2:25][CH2:24][N:23]2[CH2:22][CH2:21][CH2:20]3)=[CH:6][C:7]=1[CH3:8] |f:2.3|. Reported procedure: 2-Fluoro-5-iodo-3-methylpyridine (200 mg, 0.84 mmol) was dissolved in Et2O and cooled to -95° C. A solution of 2.5M t-BuLi (1.7M in pentane, 1.1 mL, 1.80 mmol) in pentane was added dropwise. 1,2,3,5,6,7-hexahydropyrrolizinium perchlorate (265 mg, 1.26 mmol) was added, and the reaction mixture was allowed to warm to -10° C. with stirring for 2 hours. The cold bath was removed, 2N HCl was added, and the phases were separated. The aqueous phase was basified with 15% NaOH and extracted with CH2Cl2 (... Reactants: (1S)-(Hydroxymethyl)-3-methylbutylamine, (1S)-1-(chloromethyl)-1-methylbutanammonium chloride, CC1=C(C=CC(=C1)[N+](=O)[O-])N=C=S (2-Methyl-4-nitrophenyl isothiocyanate), (1S)-1-(chloromethyl)-3-methylbutanammonium chloride, COC([C@@H](N)CC(C)C)=O ((L)-leucine methyl ester), OCCN (2-hydroxyethylamine). Yields the product CC1=C(C=CC(=C1)[N+](=O)[O-])N=C1SC[C@@H](N1)CC(C)C ((4S)-2-(2-methyl-4-nitrophenylimino)-4-isobutyl-1,3-thiazolidine). Reaction SMILES: CO[C:3](=O)[C@H:4]([CH2:6][CH:7]([CH3:9])[CH3:8])[NH2:5].OCCN.[CH3:15][C:16]1[CH:21]=[C:20]([N+:22]([O-:24])=[O:23])[CH:19]=[CH:18][C:17]=1[N:25]=[C:26]=[S:27]>>[CH3:15][C:16]1[CH:21]=[C:20]([N+:22]([O-:24])=[O:23])[CH:19]=[CH:18][C:17]=1[N:25]=[C:26]1[NH:5][C@@H:4]([CH2:6][CH:7]([CH3:9])[CH3:8])[CH2:3][S:27]1. Procedure: (1S)-(Hydroxymethyl)-3-methylbutylamine was made from (L)-leucine methyl ester as described in Method B1b. The 2-hydroxyethylamine was converted to (1S)-1-(chloromethyl)-1-methylbutanammonium chloride as described in Method B7a. 2-Methyl-4-nitrophenyl isothiocyanate was reacted with (1S)-1-(chloromethyl)-3-methylbutanammonium chloride according to Method C1a to give (4S)-2-(2-methyl-4-nitrophenylimino)-4-isobutyl-1,3-thiazolidine. The thiazolidine was reacted with 5-iodoheptane according to Meth...